From a dataset of the Open Reaction Database (ORD), a public repository of structured organic reaction records. describe an organic reaction: reactants, conditions, products, and yield Reactants: C1COCCOCCOCCOCCO1, Cl, O=Cc1c[nH]c(-c2ccccc2C(F)(F)F)c1, [H-], [Na+], C1CCOC1, O=S(=O)(Cl)c1cccnc1. Product: O=Cc1cc(-c2ccccc2C(F)(F)F)n(S(=O)(=O)c2cccnc2)c1. As a reaction SMILES: [CH2:20]1[O:21][CH2:22][CH2:23][O:24][CH2:25][CH2:26][O:27][CH2:28][CH2:29][O:30][CH2:31][CH2:32][O:33][CH2:34]1.[ClH:35].[F:1][C:2]([c:3]1[c:4](-[c:9]2[cH:10][c:11]([CH:14]=[O:15])[cH:12][nH:13]2)[cH:5][cH:6][cH:7][cH:8]1)([F:16])[F:17].[H-:18].[Na+:19].[O:46]1[CH2:47][CH2:48][CH2:49][CH2:50]1.[n:36]1[cH:37][c:38]([S:42](=[O:43])(=[O:44])[Cl:45])[cH:39][cH:40][cH:41]1>>[F:1][C:2]([c:3]1[c:4](-[c:9]2[cH:10][c:11]([CH:14]=[O:15])[cH:12][n:13]2[S:42]([c:38]2[cH:37][n:36][cH:41][cH:40][cH:39]2)(=[O:43])=[O:44])[cH:5][cH:6][cH:7][cH:8]1)([F:16])[F:17]. Starting materials: C1=C(C=CC=C1O)C (m-cresol), CC1CN1 (propyleneimine). Run in CCCCCCCCCC (n-decane). Product: CC=1C=C(OCC(C)N)C=CC1 (1-(3-methylphenoxy)-2-propylamine). The yield is 57.5%. As a reaction SMILES: [CH:1]1[C:6]([OH:7])=[CH:5][CH:4]=[CH:3][C:2]=1[CH3:8].[CH3:9][CH:10]1[NH:12][CH2:11]1>CCCCCCCCCC>[CH3:8][C:2]1[CH:1]=[C:6]([CH:5]=[CH:4][CH:3]=1)[O:7][CH2:9][CH:10]([NH2:12])[CH3:11]. Reported procedure: 21.6 Grams (0.20 mol) of m-cresol and 2.3 g (0.04 mol) of propyleneimine in 20 ml of n-decane were allowed to react in an autoclave at 5 kg/cm2G at 150° C. for 6 hours. Thereafter, the resultant reaction product was treated in the same manner as in Example 17 to give 3.8 g of 1-(3-methylphenoxy)-2-propylamine. Its yield was as high as 57%. The reactants are CN(C=O)C (dimethylformamide), BrC1=CC=C(C=C1)C=1N=C(SC1)N1C(OC[C@H]1CF)=O ((4S)-3-[4-(4-Bromophenyl)-1,3-thiazol-2-yl]-4-(fluoromethyl)-1,3-oxazolidin-2-one). Reagents/catalysts: C=1C=CC(=CC1)[P](C=2C=CC=CC2)(C=3C=CC=CC3)[Pd]([P](C=4C=CC=CC4)(C=5C=CC=CC5)C=6C=CC=CC6)([P](C=7C=CC=CC7)(C=8C=CC=CC8)C=9C=CC=CC9)[P](C=1C=CC=CC1)(C=1C=CC=CC1)C=1C=CC=CC1 (tetrakis(triphenylphosphine)palladium(0)), [C-]#N.[Zn+2].[C-]#N (zinc cyanide). Solvent: C(C)(=O)OCC (ethyl acetate). Conditions: temperature 120 celsius. Yields the product FC[C@H]1N(C(OC1)=O)C=1SC=C(N1)C1=CC=C(C#N)C=C1 (4-{2-[(4S)-4-(Fluoromethyl)-2-oxo-1,3-oxazolidin-3-yl]-1,3-thiazol-4-yl}benzonitrile). Isolated yield 81.0%. Reaction SMILES: Br[C:2]1[CH:7]=[CH:6][C:5]([C:8]2[N:9]=[C:10]([N:13]3[C@H:17]([CH2:18][F:19])[CH2:16][O:15][C:14]3=[O:20])[S:11][CH:12]=2)=[CH:4][CH:3]=1.[CH3:21][N:22](C)C=O>C(OCC)(=O)C.[C-]#N.[Zn+2].[C-]#N.C1C=CC([P]([Pd]([P](C2C=CC=CC=2)(C2C=CC=CC=2)C2C=CC=CC=2)([P](C2C=CC=CC=2)(C2C=CC=CC=2)C2C=CC=CC=2)[P](C2C=CC=CC=2)(C2C=CC=CC=2)C2C=CC=CC=2)(C2C=CC=CC=2)C2C=CC=CC=2)=CC=1>[F:19][CH2:18][C@@H:17]1[CH2:16][O:15][C:14](=[O:20])[N:13]1[C:10]1[S:11][CH:12]=[C:8]([C:5]2[CH:6]=[CH:7][C:2]([C:21]#[N:22])=[CH:3][CH:4]=2)[N:9]=1 |f:3.4.5,^1:40,42,61,80|. Procedure: (4S)-3-[4-(4-Bromophenyl)-1,3-thiazol-2-yl]-4-(fluoromethyl)-1,3-oxazolidin-2-one (0.21 g, 0.59 mmol), prepared in Example 73, and zinc cyanide (41 mg, 0.35 mmol) were dissolved in 8 mL of dimethylformamide. The mixture was purged with nitrogen for 15 min, tetrakis(triphenylphosphine)palladium(0) (34 mg, 0.029 mmol) was added and the mixture was heated to 120° C. for 2 h. The mixture was cooled and diluted with ethyl acetate, and washed with water, brine, dried over anhydrous MgSO4, filtered and... The reactants are C1(CCC1)C[C@@H](C(=O)OCC1=CC=CC=C1)N(CC1=CC=CC=C1)CC1=CC=CC=C1 ((S)-benzyl 3-cyclobutyl-2-(dibenzylamino)propanoate), C(C1=CC=CC=C1)N([C@H](C(=O)O)CC)CC1=CC=CC=C1 ((S)-2-(dibenzylamino)butanoic acid). Product: C1(CCC1)C[C@@H](C(=O)O)N(CC1=CC=CC=C1)CC1=CC=CC=C1 ((S)-3-cyclobutyl-2-(dibenzylamino)propanoic acid). RXN SMILES: [CH:1]1([CH2:5][C@H:6]([N:17]([CH2:25][C:26]2[CH:31]=[CH:30][CH:29]=[CH:28][CH:27]=2)[CH2:18][C:19]2[CH:24]=[CH:23][CH:22]=[CH:21][CH:20]=2)[C:7]([O:9]CC2C=CC=CC=2)=[O:8])[CH2:4][CH2:3][CH2:2]1.C(N(CC1C=CC=CC=1)[C@@H](CC)C(O)=O)C1C=CC=CC=1>>[CH:1]1([CH2:5][C@H:6]([N:17]([CH2:25][C:26]2[CH:31]=[CH:30][CH:29]=[CH:28][CH:27]=2)[CH2:18][C:19]2[CH:20]=[CH:21][CH:22]=[CH:23][CH:24]=2)[C:7]([OH:9])=[O:8])[CH2:2][CH2:3][CH2:4]1. Procedure: Similarly, following the procedure of Example 2A, but replacing (S)-benzyl 2-(dibenzylamino)pentanoate with (S)-benzyl 3-cyclobutyl-2-(dibenzylamino)propanoate, (S)-2-(dibenzylamino)butanoic acid is prepared. The reactants are CO, [Na+], [OH-], COC(=O)c1cccc2ccoc12. The product is O=C(O)c1cccc2ccoc12. Reaction SMILES: [CH3:16][OH:17].[Na+:15].[OH-:14].[o:1]1[cH:2][cH:3][c:4]2[c:5]1[c:6]([C:10](=[O:11])[O:12][CH3:13])[cH:7][cH:8][cH:9]2>>[o:1]1[cH:2][cH:3][c:4]2[c:5]1[c:6]([C:10](=[O:11])[OH:12])[cH:7][cH:8][cH:9]2. Starting materials: CC(c1ccc(Br)cc1Cl)C(O)(c1ccc2c(c1)N(C)C(=O)CO2)C(F)(F)F, COC(=O)c1ccc(B(O)O)cc1F. Product: COC(=O)c1ccc(-c2ccc(C(C)C(O)(c3ccc4c(c3)N(C)C(=O)CO4)C(F)(F)F)c(Cl)c2)cc1F. Reaction SMILES: [Br:1][c:2]1[cH:3][c:4]([Cl:28])[c:5]([CH:8]([C:9]([C:10]([F:11])([F:12])[F:13])([OH:14])[c:15]2[cH:16][cH:17][c:18]3[c:19]([cH:26]2)[N:20]([CH3:25])[C:21](=[O:24])[CH2:22][O:23]3)[CH3:27])[cH:6][cH:7]1.[F:29][c:30]1[cH:31][c:32]([B:40]([OH:41])[OH:42])[cH:33][cH:34][c:35]1[C:36](=[O:37])[O:38][CH3:39]>>[c:2]1(-[c:32]2[cH:31][c:30]([F:29])[c:35]([C:36](=[O:37])[O:38][CH3:39])[cH:34][cH:33]2)[cH:3][c:4]([Cl:28])[c:5]([CH:8]([C:9]([C:10]([F:11])([F:12])[F:13])([OH:14])[c:15]2[cH:16][cH:17][c:18]3[c:19]([cH:26]2)[N:20]([CH3:25])[C:21](=[O:24])[CH2:22][O:23]3)[CH3:27])[cH:6][cH:7]1.